This data is from the Open Reaction Database (ORD), a public repository of structured organic reaction records. The task is: describe an organic reaction: reactants, conditions, products, and yield Starting materials: crude product, C(C)(C)N(CC)C(C)C (diisopropylethylamine), ClC(CC(=O)OCC)=O (ethyl 3-chloro-3-oxopropionate), CN (methylamine), C(C=C)(=O)OCC (ethyl acrylate). Reagents/catalysts: CN(C)C1=CC=NC=C1 (4-(N,N-dimethylamino)pyridine). The solvent is ClCCl (dichloromethane), C(C)O (ethanol). Reaction conditions: temperature 0 celsius, time 2 hour. Yields the product C(C)OC(CCN(C)C(CC(=O)OCC)=O)=O (Ethyl 3-[N-(3-ethoxy-3-oxopropyl)-N-methylamino]-3-oxopropanoate). Reaction SMILES: CN.[C:3]([O:7][CH2:8][CH3:9])(=[O:6])[CH:4]=[CH2:5].[CH:10]([N:13](C(C)C)CC)(C)C.Cl[C:20](=[O:27])[CH2:21][C:22]([O:24][CH2:25][CH3:26])=[O:23]>C(O)C.CN(C1C=CN=CC=1)C.ClCCl>[CH2:8]([O:7][C:3](=[O:6])[CH2:4][CH2:5][N:13]([C:20](=[O:27])[CH2:21][C:22]([O:24][CH2:25][CH3:26])=[O:23])[CH3:10])[CH3:9]. Procedure details: To a cold (0° C.) solution of methylamine in ethanol (400 mL; 33% wt), ethyl acrylate (39.7 g, 0.397 mol) was added over a period of 20 minutes. The reaction mixture was stirred at 0° C. for 2 hours, and concentrated under vacuum. The crude product was used without further purification. The above crude product (21.8 g, 0.166 mol), diisopropylethylamine (28.9 mL, 0.166 mol), and 4-(N,N-dimethylamino)pyridine (2 g, 16 mmol) was dissolved in dichloromethane (300 mL) and cooled to 0° C. The mixture ... The reactants are CCCCCCCCCCCCc1ccc(O)cc1, CC(=O)O, C[O-], CO, Cc1ccccc1, C[O-], [Mg+2], [Mg]. Yields the product CCCCCCCCCCCCc1ccc(O)c(C=O)c1. RXN SMILES: [CH2:7]([CH2:8][CH2:9][CH2:10][CH2:11][CH2:12][CH2:13][CH2:14][CH2:15][CH2:16][CH2:17][CH3:18])[c:19]1[cH:20][cH:21][c:22]([OH:25])[cH:23][cH:24]1.[CH3:26][C:27]([OH:28])=[O:29].[CH3:2][O-:3].[CH3:30][OH:31].[CH3:32][c:33]1[cH:34][cH:35][cH:36][cH:37][cH:38]1.[CH3:5][O-:6].[Mg+2:4].[Mg:1]>>[CH2:7]([CH2:8][CH2:9][CH2:10][CH2:11][CH2:12][CH2:13][CH2:14][CH2:15][CH2:16][CH2:17][CH3:18])[c:19]1[cH:20][c:21]([CH:27]=[O:28])[c:22]([OH:25])[cH:23][cH:24]1.